Dataset: the Open Reaction Database (ORD), a public repository of structured organic reaction records. Task: describe an organic reaction: reactants, conditions, products, and yield The reactants are [BH4-], CO, Nc1ccc(Cl)cc1, [Na+], O, O=Cc1ncc[nH]1. Yields the product Clc1ccc(NCc2ncc[nH]2)cc1. As a reaction SMILES: [BH4-:16].[CH3:19][OH:20].[NH2:8][c:9]1[cH:10][cH:11][c:12]([Cl:13])[cH:14][cH:15]1.[Na+:17].[OH2:18].[nH:1]1[c:2]([CH:6]=[O:7])[n:3][cH:4][cH:5]1>>[n:1]1[c:2]([CH2:6][NH:8][c:9]2[cH:10][cH:11][c:12]([Cl:13])[cH:14][cH:15]2)[nH:3][cH:4][cH:5]1. Starting materials: CC1=C(C=C(C(=O)OC)C(=O)C)C=CC=C1 (methyl 2-(2-methylbenzylidene)acetoacetate), NC(=CC(=O)NCC(=O)OC(C)(C)C)C (t-butyl 2-[N-(3-amino-2-butenoyl)amino]acetate). Conditions: temperature 120 celsius, time 10 minute. The product is CC=1NC(=C(C(C1C(=O)NCC(=O)OC(C)(C)C)C1=C(C=CC=C1)C)C(=O)OC)C (t-butyl 2-[N-[1,4-dihydro-2,6-dimethyl-5-methoxycarbonyl-4-(2-methylphenyl)pyridine-3-carbonyl]-amino]acetate). The yield is 49.5%. RXN SMILES: [CH3:1][C:2]1[CH:16]=[CH:15][CH:14]=[CH:13][C:3]=1[CH:4]=[C:5]([C:10]([CH3:12])=O)[C:6]([O:8][CH3:9])=[O:7].[NH2:17][C:18]([CH3:31])=[CH:19][C:20]([NH:22][CH2:23][C:24]([O:26][C:27]([CH3:30])([CH3:29])[CH3:28])=[O:25])=[O:21]>>[CH3:31][C:18]1[NH:17][C:10]([CH3:12])=[C:5]([C:6]([O:8][CH3:9])=[O:7])[CH:4]([C:3]2[CH:13]=[CH:14][CH:15]=[CH:16][C:2]=2[CH3:1])[C:19]=1[C:20]([NH:22][CH2:23][C:24]([O:26][C:27]([CH3:30])([CH3:29])[CH3:28])=[O:25])=[O:21]. Procedure details: A mixture of 327 mg (1.5 mmol) of methyl 2-(2-methylbenzylidene)acetoacetate and 318 g (1.5 mmol) of t-butyl 2-[N-(3-amino-2-butenoyl)amino]acetate was stirred in a light-shielding condition at 120° C. for 10 minutes. After cooling to room temperature, the reaction mixture was chromatographed on a silica gel column for purification, whereby 308 mg (49.5%) of the captioned compound was obtained as an oily material. The reactants are COC(=O)c1ccc2c(C3CCCCC3)c3n(c2c1)CC(OCC1CCCN1CCN(C)S(=O)(=O)NC(=O)OC(C)(C)C)COc1ccccc1-3, CO, CCOC(C)=O, Cl, [Na+], [OH-]. Product: CN(CCN1CCCC1COC1COc2ccccc2-c2c(C3CCCCC3)c3ccc(C(=O)O)cc3n2C1)S(=O)(=O)NC(=O)OC(C)(C)C. RXN SMILES: [C:1]([CH3:2])([CH3:3])([CH3:4])[O:5][C:6](=[O:7])[NH:8][S:9](=[O:10])(=[O:11])[N:12]([CH2:13][CH2:14][N:15]1[CH:16]([CH2:20][O:21][CH:22]2[CH2:23][O:24][c:25]3[c:26]([cH:47][cH:48][cH:49][cH:50]3)-[c:27]3[n:28]([c:30]4[cH:31][c:32]([C:43](=[O:44])[O:45][CH3:46])[cH:33][cH:34][c:35]4[c:36]3[CH:37]3[CH2:38][CH2:39][CH2:40][CH2:41][CH2:42]3)[CH2:29]2)[CH2:17][CH2:18][CH2:19]1)[CH3:51].[CH3:55][OH:56].[CH3:57][CH2:58][O:59][C:60]([CH3:61])=[O:62].[ClH:54].[Na+:53].[OH-:52]>>[C:1]([CH3:2])([CH3:3])([CH3:4])[O:5][C:6](=[O:7])[NH:8][S:9](=[O:10])(=[O:11])[N:12]([CH2:13][CH2:14][N:15]1[CH:16]([CH2:20][O:21][CH:22]2[CH2:23][O:24][c:25]3[c:26]([cH:47][cH:48][cH:49][cH:50]3)-[c:27]3[n:28]([c:30]4[cH:31][c:32]([C:43](=[O:44])[OH:45])[cH:33][cH:34][c:35]4[c:36]3[CH:37]3[CH2:38][CH2:39][CH2:40][CH2:41][CH2:42]3)[CH2:29]2)[CH2:17][CH2:18][CH2:19]1)[CH3:51]. The reactants are C([O-])([O-])=O.[Na+].[Na+] (sodium carbonate), ClCC(=O)NC[C@@H]1N(CCC1)C(=O)OC(C)(C)C (1,1-Dimethylethyl (2R)-2-{[(chloroacetyl)amino]methyl}-1-pyrrolidinecarboxylate), desired material, C(=O)(C(F)(F)F)O (TFA). Run in C(Cl)Cl (DCM). Conditions: temperature 60 celsius. Yields the product C1[C@@H]2N(CC(N1)=O)CCC2 ((8aR)-Hexahydropyrrolo[1,2-a]pyrazin-3(4H)-one). As a reaction SMILES: ClC[C:3]([NH:5][CH2:6][C@H:7]1[CH2:11][CH2:10][CH2:9][N:8]1[C:12](OC(C)(C)C)=O)=[O:4].C(O)(C(F)(F)F)=O.C(=O)([O-])[O-].[Na+].[Na+]>C(Cl)Cl>[CH2:6]1[NH:5][C:3](=[O:4])[CH2:12][N:8]2[CH2:9][CH2:10][CH2:11][C@H:7]12 |f:2.3.4|. Procedure: 1,1-Dimethylethyl (2R)-2-{[(chloroacetyl)amino]methyl}-1-pyrrolidinecarboxylate (D13; 1.24 g, 4.5 mmol), was dissolved in 20 ml of DCM and treated with TFA (5 ml) at room temperature. After 1 h complete conversion into the desired material was observed and the reaction mixture was loaded onto a SCX cartridge. The product obtained after elution with 2M NH3 in MeOH was then dissolved in acetonitrile (30 ml) and treated with sodium carbonate (1.43 g, 10.34 mmol). The reaction mixture was heated at ... Starting materials: CC#N, [O-][Cl+][O-], COc1cc(C=O)cc(I)c1OC, NS(=O)(=O)O, [Na+], O. The product is COc1cc(C(=O)O)cc(I)c1OC. RXN SMILES: [CH3:23][C:24]#[N:25].[Cl+:19]([O-:20])[O-:21].[I:1][c:2]1[cH:3][c:4]([CH:5]=[O:6])[cH:7][c:8]([O:12][CH3:13])[c:9]1[O:10][CH3:11].[NH2:14][S:15]([OH:16])(=[O:17])=[O:18].[Na+:22].[OH2:26]>>[I:1][c:2]1[cH:3][c:4]([C:5](=[O:6])[OH:16])[cH:7][c:8]([O:12][CH3:13])[c:9]1[O:10][CH3:11]. Reactants: C(#C)C1=NC=CC=C1 (2-Ethynylpyridine), Heterocyclic. Solvent: C(C)#N (Acetonitrile). Yields the product C(#C)C1=NC=CC=C1 (Ethynylpyridine), N1=CC=C(C=C1)C#CC#CC1=CC=NC=C1 (1,4-bis-4-pyridylbutadiyne), 1,2-bis-4,4'-dipyridylacetylene. As a reaction SMILES: [C:1]([C:3]1[CH:8]=[CH:7][CH:6]=[CH:5][N:4]=1)#[CH:2]>C(#N)C>[C:1]([C:3]1[CH:8]=[CH:7][CH:6]=[CH:5][N:4]=1)#[CH:2].[N:4]1[CH:3]=[CH:8][C:7]([C:2]#[C:1][C:3]#[C:8][C:7]2[CH:8]=[CH:3][N:4]=[CH:5][CH:6]=2)=[CH:6][CH:5]=1. Procedure: 4 Ethynylpyridine and 1,4-bis-4-pyridylbutadiyne were synthesized by previously reported methods. L. D. Ciana et. al., J. Heterocyclic Chem., 21:607 (1984). 1,2-bis-4,4'-dipyridylacetylene was prepared by the method outlined by Ludi et al. M. Tanner et al., Chimia, 34:23 (1980). 2-Ethynylpyridine was obtained from Farchan Laboratories. Acetonitrile (HPLC grade) was obtained from VWR Scientific and was distilled under nitrogen before use. 1-Bromododecane and ethyl iodide were obtained from Aldric... Reactants: FC(C1=CC=C(C=N1)O)(F)F (6-(trifluoromethyl)-3-pyridinol), FC1=CC=C(C=O)C=C1 (4-fluorobenzaldehyde), C(=O)([O-])[O-].[K+].[K+] (K2CO3). Solvent: O (water), CN(C)C=O (DMF). Run at temperature 130 celsius. Product: FC(C1=CC=C(C=N1)OC1=CC=C(C=O)C=C1)(F)F (4-{[6-(trifluoromethyl)-3-pyridinyl]oxy}benzaldehyde). Yield: 100.0%. RXN SMILES: [F:1][C:2]([F:11])([F:10])[C:3]1[N:8]=[CH:7][C:6]([OH:9])=[CH:5][CH:4]=1.F[C:13]1[CH:20]=[CH:19][C:16]([CH:17]=[O:18])=[CH:15][CH:14]=1.C([O-])([O-])=O.[K+].[K+]>CN(C=O)C.O>[F:11][C:2]([F:1])([F:10])[C:3]1[N:8]=[CH:7][C:6]([O:9][C:13]2[CH:20]=[CH:19][C:16]([CH:17]=[O:18])=[CH:15][CH:14]=2)=[CH:5][CH:4]=1 |f:2.3.4|. Procedure: To a solution of 6-(trifluoromethyl)-3-pyridinol (2 g, 12.26 mmol) and 4-fluorobenzaldehyde (1.315 ml, 12.26 mmol) in DMF (50 mL), was added K2CO3 (2.54 g, 18.39 mmol). The mixture was heated at 130° C. overnight. After cooling, the reaction mixture was diluted in water, extracted with EA. The organic phase was washed with water and brine, dried over Na2SO4, concentrated to afford the title compound (3.28 g, 12.26 mmol, 100% yield) as a brown oil. LCMS: rt=3.16 min, [M+H+]=268 Starting materials: Brc1ccccc1, C1CCOC1, COc1ccc(B(O)O)cc1, [F-], [K+]. The product is COc1ccc(-c2ccccc2)cc1. Reaction SMILES: [Br:1][c:2]1[cH:3][cH:4][cH:5][cH:6][cH:7]1.[CH2:21]1[O:22][CH2:23][CH2:24][CH2:25]1.[CH3:8][O:9][c:10]1[cH:11][cH:12][c:13]([B:16]([OH:17])[OH:18])[cH:14][cH:15]1.[F-:19].[K+:20]>>[c:2]1(-[c:13]2[cH:12][cH:11][c:10]([O:9][CH3:8])[cH:15][cH:14]2)[cH:3][cH:4][cH:5][cH:6][cH:7]1.